From a dataset of the Open Reaction Database (ORD), a public repository of structured organic reaction records. describe an organic reaction: reactants, conditions, products, and yield Reactants: COc1ccc(C2=NN(C3CCNCC3)C(=O)C2(C)C)cc1OC, Cc1cc(C(=O)O)nc2ccccc12. The product is COc1ccc(C2=NN(C3CCN(C(=O)c4cc(C)c5ccccc5n4)CC3)C(=O)C2(C)C)cc1OC. RXN SMILES: [CH3:1][O:2][c:3]1[cH:4][c:5]([C:11]2=[N:15][N:14]([CH:16]3[CH2:17][CH2:18][NH:19][CH2:20][CH2:21]3)[C:13](=[O:22])[C:12]2([CH3:23])[CH3:24])[cH:6][cH:7][c:8]1[O:9][CH3:10].[CH3:25][c:26]1[cH:27][c:28]([C:36](=[O:37])[OH:38])[n:29][c:30]2[cH:31][cH:32][cH:33][cH:34][c:35]12>>[CH3:1][O:2][c:3]1[cH:4][c:5]([C:11]2=[N:15][N:14]([CH:16]3[CH2:17][CH2:18][N:19]([C:36]([c:28]4[cH:27][c:26]([CH3:25])[c:35]5[c:30]([n:29]4)[cH:31][cH:32][cH:33][cH:34]5)=[O:37])[CH2:20][CH2:21]3)[C:13](=[O:22])[C:12]2([CH3:23])[CH3:24])[cH:6][cH:7][c:8]1[O:9][CH3:10]. The reactants are COC(C1=C(C(=C(C=C1)OCCCCCC(=O)C1=CC2=CC(=C(C=C2C=C1)OC)OC)CCC)O)=O (2-hydroxy-4-[[6-(6,7-dimethoxy-2-naphthalenyl)-6-oxohexyl]oxy]-3-propylbenzoic acid methyl ester), [OH-].[Na+] (sodium hydroxide), 2-hydroxy. The solvent is CO (methanol), O1CCOCC1 (dioxane). Yields the product OC1=C(C(=O)O)C=CC(=C1CCC)OCCCCCC(=O)C1=CC2=CC(=C(C=C2C=C1)OC)OC (2-Hydroxy-4-[[6-(6,7-dimethoxy-2-naphthalenyl)-6-oxohexyl]oxy]3-propylbenzoic acid). As a reaction SMILES: C[O:2][C:3](=[O:36])[C:4]1[CH:9]=[CH:8][C:7]([O:10][CH2:11][CH2:12][CH2:13][CH2:14][CH2:15][C:16]([C:18]2[CH:27]=[CH:26][C:25]3[C:20](=[CH:21][C:22]([O:30][CH3:31])=[C:23]([O:28][CH3:29])[CH:24]=3)[CH:19]=2)=[O:17])=[C:6]([CH2:32][CH2:33][CH3:34])[C:5]=1[OH:35].[OH-].[Na+]>CO.O1CCOCC1>[OH:35][C:5]1[C:6]([CH2:32][CH2:33][CH3:34])=[C:7]([O:10][CH2:11][CH2:12][CH2:13][CH2:14][CH2:15][C:16]([C:18]2[CH:27]=[CH:26][C:25]3[C:20](=[CH:21][C:22]([O:30][CH3:31])=[C:23]([O:28][CH3:29])[CH:24]=3)[CH:19]=2)=[O:17])[CH:8]=[CH:9][C:4]=1[C:3]([OH:36])=[O:2] |f:1.2|. Reported procedure: A solution of 4.2 g (0.0085 mole) of 2-hydroxy-4-[[6-(6,7-dimethoxy-2-naphthalenyl)-6-oxohexyl]oxy]-3-propylbenzoic acid methyl ester in 100 mL of methanol, 50 mL of dioxane and 34 mL (0.034 mole) of 1N sodium hydroxide was stirred at reflux for 8 hours. The reaction mixture was concentrated under reduced pressure, the residue was acidified and the product was extracted with ethyl acetate. The dried extract was concentrated and the crude product was recrystallized from a methanol and water mixtu... Reactants: CN(C)C=O, COC(=O)C(C)(C)C1CCC(OS(C)(=O)=O)CC1, [N-]=[N+]=[N-], [Na+], O. Yields the product COC(=O)C(C)(C)C1CCC(N=[N+]=[N-])CC1. RXN SMILES: [CH3:23][N:24]([CH3:25])[CH:26]=[O:27].[CH3:5][O:6][C:7]([C:8]([CH3:9])([CH3:10])[CH:11]1[CH2:12][CH2:13][CH:14]([O:17][S:18]([CH3:19])(=[O:20])=[O:21])[CH2:15][CH2:16]1)=[O:22].[N-:2]=[N+:3]=[N-:4].[Na+:1].[OH2:28]>>[N:2](=[N+:3]=[N-:4])[CH:14]1[CH2:13][CH2:12][CH:11]([C:8]([C:7]([O:6][CH3:5])=[O:22])([CH3:9])[CH3:10])[CH2:16][CH2:15]1. The reactants are CC(C)(C)OC(=O)NC(Cc1ccc(OCc2ccccc2)cc1)C(=O)O, ClCCCl, CN(C)c1ccncc1, CCOC(C)=O, Cl, CN(C)C=O, O, OC1CCCC1. The product is CC(C)(C)OC(=O)NC(Cc1ccc(OCc2ccccc2)cc1)C(=O)OC1CCCC1. Reaction SMILES: [CH2:1]([c:2]1[cH:3][cH:4][cH:5][cH:6][cH:7]1)[O:8][c:9]1[cH:10][cH:11][c:12]([CH2:15][CH:16]([C:17](=[O:18])[OH:19])[NH:20][C:21](=[O:22])[O:23][C:24]([CH3:25])([CH3:26])[CH3:27])[cH:13][cH:14]1.[CH2:34]([Cl:35])[CH2:36][Cl:37].[CH3:45][N:46]([c:47]1[cH:48][cH:49][n:50][cH:51][cH:52]1)[CH3:53].[CH3:54][CH2:55][O:56][C:57]([CH3:58])=[O:59].[ClH:38].[O:40]=[CH:41][N:42]([CH3:43])[CH3:44].[OH2:39].[OH:28][CH:29]1[CH2:30][CH2:31][CH2:32][CH2:33]1>>[CH2:1]([c:2]1[cH:3][cH:4][cH:5][cH:6][cH:7]1)[O:8][c:9]1[cH:10][cH:11][c:12]([CH2:15][CH:16]([C:17]([O:18][CH:29]2[CH2:30][CH2:31][CH2:32][CH2:33]2)=[O:19])[NH:20][C:21](=[O:22])[O:23][C:24]([CH3:25])([CH3:26])[CH3:27])[cH:13][cH:14]1.